Dataset: the Open Reaction Database (ORD), a public repository of structured organic reaction records. Task: describe an organic reaction: reactants, conditions, products, and yield The reactants are C1(C=2C(C(N1)=O)=CC=CC2)=O (phthalimide), C([O-])([O-])=O.[K+].[K+] (potassium carbonate), BrCCC=C (4-bromo-1-butene). The solvent is C(C)#N (acetonitrile). Reaction conditions: temperature 90 celsius, time 13 hour. Product: C(CC=C)N1C(C2=CC=CC=C2C1=O)=O (2-(but-3-en-1-yl)isoindoline-1,3-dione). Yield: 49.9%. Reaction SMILES: [C:1]1(=[O:11])[NH:5][C:4](=[O:6])[C:3]2=[CH:7][CH:8]=[CH:9][CH:10]=[C:2]12.C(=O)([O-])[O-].[K+].[K+].Br[CH2:19][CH2:20][CH:21]=[CH2:22]>C(#N)C>[CH2:22]([N:5]1[C:1](=[O:11])[C:2]2[C:3](=[CH:7][CH:8]=[CH:9][CH:10]=2)[C:4]1=[O:6])[CH2:21][CH:20]=[CH2:19] |f:1.2.3|. Procedure: To a mixture of phthalimide (3.92 g, 26.6 mmol) and potassium carbonate (9.20 g, 66.6 mmol) in acetonitrile (44 ml), was added 4-bromo-1-butene (2.26 ml, 22.2 mmol) at room temperature. The resulting reaction mixture was stirred at 90° C. for 13 hours. After the reaction complete, the reaction mixture thus obtained was filtered through a plug of Celite. The filtrate was concentrated under reduced pressure to obtain the title compound (2.23 g). The compound was used for the next step without furt...